This data is from the Open Reaction Database (ORD), a public repository of structured organic reaction records. The task is: describe an organic reaction: reactants, conditions, products, and yield The reactants are O=C1OC(=O)C2CCC1C2, ClCCl, NCCCCN1CCN(c2ncccn2)CC1. Product: O=C1C2CCC(C2)C(=O)N1CCCCN1CCN(c2ncccn2)CC1. Reaction SMILES: [CH:1]12[CH2:2][CH:3]([CH2:4][CH2:5]1)[C:6](=[O:7])[O:8][C:9]2=[O:10].[Cl:28][CH2:29][Cl:30].[NH2:11][CH2:12][CH2:13][CH2:14][CH2:15][N:16]1[CH2:17][CH2:18][N:19]([c:22]2[n:23][cH:24][cH:25][cH:26][n:27]2)[CH2:20][CH2:21]1>>[CH:1]12[CH2:2][CH:3]([CH2:4][CH2:5]1)[C:6](=[O:8])[N:11]([CH2:12][CH2:13][CH2:14][CH2:15][N:16]1[CH2:17][CH2:18][N:19]([c:22]3[n:23][cH:24][cH:25][cH:26][n:27]3)[CH2:20][CH2:21]1)[C:9]2=[O:10].